This data is from the Open Reaction Database (ORD), a public repository of structured organic reaction records. The task is: describe an organic reaction: reactants, conditions, products, and yield Starting materials: [Br-], COC(=O)c1cccc([P+](c2ccccc2)(c2ccccc2)c2ccccc2)c1, CC(=O)O, CN(C)C=O, [H-], [Na+], C1CCOC1, O=Cc1cccc(-c2ccsc2)c1. The product is COC(=O)c1cccc(C=Cc2cccc(-c3ccsc3)c2)c1. As a reaction SMILES: [Br-:14].[CH3:15][O:16][C:17](=[O:18])[c:19]1[cH:20][c:21]([P+:25]([c:26]2[cH:27][cH:28][cH:29][cH:30][cH:31]2)([c:32]2[cH:33][cH:34][cH:35][cH:36][cH:37]2)[c:38]2[cH:39][cH:40][cH:41][cH:42][cH:43]2)[cH:22][cH:23][cH:24]1.[CH3:51][C:52](=[O:53])[OH:54].[CH3:55][N:56]([CH3:57])[CH:58]=[O:59].[H-:49].[Na+:50].[O:44]1[CH2:45][CH2:48][CH2:47][CH2:46]1.[s:1]1[cH:2][c:3](-[c:6]2[cH:7][c:8]([CH:9]=[O:10])[cH:11][cH:12][cH:13]2)[cH:4][cH:5]1>>[s:1]1[cH:2][c:3](-[c:6]2[cH:7][c:8]([CH:9]=[CH:45][c:21]3[cH:20][c:19]([C:17]([O:16][CH3:15])=[O:18])[cH:24][cH:23][cH:22]3)[cH:11][cH:12][cH:13]2)[cH:4][cH:5]1. Reactants: CC1(CCNCC1)N1CCC(CC1)N1C(N[C@@H]2[C@@H]1CCCC2)=O ((3aS,7aS)-3-[1-(4-methyl-4-piperidyl)-4-piperidyl]-3a,4,5,6,7,7a-hexahydro-1H-benzimidazol-2-one), C([O-])([O-])=O.[K+].[K+] (potassium carbonate), ClC(=O)OCC#CC (but-2-ynyl chloroformate). Solvent: O (water), ClCCl (dichloromethane). Conditions: time 8 hour. Yields the product O=C1N[C@@H]2[C@@H](N1C1CCN(CC1)C1(CCN(CC1)C(=O)OCC#CC)C)CCCC2 (But-2-ynyl 4-[4-[(3aS,7aS)-2-oxo-3a,4,5,6,7,7a-hexahydro-3H-benzimidazol-1-yl]-1-piperidyl]-4-methyl-piperidine-1-carboxylate). Yield: 7.5%. Reaction SMILES: [CH3:1][C:2]1([N:8]2[CH2:13][CH2:12][CH:11]([N:14]3[C@H:18]4[CH2:19][CH2:20][CH2:21][CH2:22][C@@H:17]4[NH:16][C:15]3=[O:23])[CH2:10][CH2:9]2)[CH2:7][CH2:6][NH:5][CH2:4][CH2:3]1.C(=O)([O-])[O-].[K+].[K+].Cl[C:31]([O:33][CH2:34][C:35]#[C:36][CH3:37])=[O:32]>O.ClCCl>[O:23]=[C:15]1[N:14]([CH:11]2[CH2:12][CH2:13][N:8]([C:2]3([CH3:1])[CH2:7][CH2:6][N:5]([C:31]([O:33][CH2:34][C:35]#[C:36][CH3:37])=[O:32])[CH2:4][CH2:3]3)[CH2:9][CH2:10]2)[C@H:18]2[CH2:19][CH2:20][CH2:21][CH2:22][C@@H:17]2[NH:16]1 |f:1.2.3|. Reported procedure: To a solution of (3aS,7aS)-3-[1-(4-methyl-4-piperidyl)-4-piperidyl]-3a,4,5,6,7,7a-hexahydro-1H-benzimidazol-2-one (HCl salt, 0.4105 g, 1.15 mmol) and potassium carbonate (0.170 g, 1.23 mmol) in water (3.00 mL) was added a solution of but-2-ynyl chloroformate (0.156 mL, 1.38 mmol) in dichloromethane (3 mL). The reaction mixture was stirred at room temperature overnight. The mixture was poured into hydrometrix varian column chem elut catridge column and rinsed with dichloromethane (3 Column volume... The reactants are Cc1cc(OCC2CCN(C(=O)OC(C)(C)C)CC2)ccc1[N+](=O)[O-], CCOC(C)=O, CO, [H][H]. The product is Cc1cc(OCC2CCN(C(=O)OC(C)(C)C)CC2)ccc1N. Reaction SMILES: [CH3:1][c:2]1[cH:3][c:4]([O:5][CH2:6][CH:7]2[CH2:8][CH2:9][N:10]([C:13](=[O:14])[O:15][C:16]([CH3:17])([CH3:18])[CH3:19])[CH2:11][CH2:12]2)[cH:20][cH:21][c:22]1[N+:23]([O-:24])=[O:25].[CH3:28][CH2:29][O:30][C:31](=[O:32])[CH3:33].[CH3:34][OH:35].[H:26][H:27]>>[CH3:1][c:2]1[cH:3][c:4]([O:5][CH2:6][CH:7]2[CH2:8][CH2:9][N:10]([C:13](=[O:14])[O:15][C:16]([CH3:17])([CH3:18])[CH3:19])[CH2:11][CH2:12]2)[cH:20][cH:21][c:22]1[NH2:23]. The reactants are C(#N)C=1C=C(OCC2=C(C=CC=C2)C2=CN=C(S2)NC([C@H](CCC)NC([C@H](C(C)(C)C)O)=O)=O)C=CC1 ((2S)-N-(5-{2-[(3-cyano-phenoxy)methyl]phenyl}-1,3-thiazol-2-yl)-2-{[(2S)-2-hydroxy-3,3-dimethylbutanoyl]amino}pentanamide), C(#N)C1=C(C=CC=C1)O (2-cyanophenol), C(#N)C1=C(OCC2=C(C=CC=C2)C2=CN=C(S2)NC([C@H](CCC)NC([C@H](C(C)(C)C)O)=O)=O)C=CC=C1 ((2S)—N-(5-{2-[(2-cyanophenoxy)methyl]phenyl}-1,3-thiazol-2-yl)-2-{[(2S)-2-hydroxy-3,3-dimethyl-butanoyl]amino}pentanamide), C(#N)C=1C=C(C=CC1)O (3-cyanophenol). Yields the product O[C@H](C(=O)N[C@H](C(=O)NC=1SC(=CN1)C1=C(C=CC=C1)COC1=CC=NC=C1)CCC)C(C)(C)C ((2S)-2-{[(2S)-2-hydroxy-3,3-dimethylbutanoyl]amino}-N-(5-{2-[(4-pyridinyloxy)methyl]phenyl}-1,3-thiazol-2-yl)pentanamide). RXN SMILES: C(C1C=C(C=CC=1)OCC1C=CC=CC=1C1SC(NC(=O)[C@@H](NC(=O)[C@@H](O)C(C)(C)C)CCC)=NC=1)#N.[C:38]([C:40]1C=C[CH:72]=[CH:71][C:41]=1[O:42][CH2:43][C:44]1[CH:49]=[CH:48][CH:47]=[CH:46][C:45]=1[C:50]1[S:54][C:53]([NH:55][C:56](=[O:70])[C@@H:57]([NH:61][C:62](=[O:69])[C@@H:63]([OH:68])[C:64]([CH3:67])([CH3:66])[CH3:65])[CH2:58][CH2:59][CH3:60])=[N:52][CH:51]=1)#[N:39].C(C1C=C(O)C=CC=1)#N.C(C1C=CC=CC=1O)#N>>[OH:68][C@@H:63]([C:64]([CH3:67])([CH3:65])[CH3:66])[C:62]([NH:61][C@@H:57]([CH2:58][CH2:59][CH3:60])[C:56]([NH:55][C:53]1[S:54][C:50]([C:45]2[CH:46]=[CH:47][CH:48]=[CH:49][C:44]=2[CH2:43][O:42][C:41]2[CH:40]=[CH:38][N:39]=[CH:72][CH:71]=2)=[CH:51][N:52]=1)=[O:70])=[O:69]. Procedure: Compounds No. 61 ((2S)-N-(5-{2-[(3-cyano-phenoxy)methyl]phenyl}-1,3-thiazol-2-yl)-2-{[(2S)-2-hydroxy-3,3-dimethylbutanoyl]amino}pentanamide) and No. 69 ((2S)—N-(5-{2-[(2-cyanophenoxy)methyl]phenyl}-1,3-thiazol-2-yl)-2-{[(2S)-2-hydroxy-3,3-dimethyl-butanoyl]amino}pentanamide) may be prepared according to the method described in Example 7, replacing 4-hydroxypyridine with 3-cyanophenol or 2-cyanophenol, respectively. The reactants are O=[N+]([O-])c1cc(Br)cnc1Cl, CCCCO, Cl, NCCN1CCCC1, O. Product: O=[N+]([O-])c1cc(Br)cnc1NCCN1CCCC1. RXN SMILES: [Br:1][c:2]1[cH:3][c:4]([N+:9](=[O:10])[O-:11])[c:5]([Cl:8])[n:6][cH:7]1.[CH2:22]([OH:23])[CH2:24][CH2:25][CH3:26].[ClH:21].[NH2:12][CH2:13][CH2:14][N:15]1[CH2:16][CH2:17][CH2:18][CH2:19]1.[OH2:20]>>[Br:1][c:2]1[cH:3][c:4]([N+:9](=[O:10])[O-:11])[c:5]([NH:12][CH2:13][CH2:14][N:15]2[CH2:16][CH2:17][CH2:18][CH2:19]2)[n:6][cH:7]1.